This data is from the Open Reaction Database (ORD), a public repository of structured organic reaction records. The task is: describe an organic reaction: reactants, conditions, products, and yield Starting materials: CC=1OC(=C2C1C(C1=C(C=CC(=C1C2=O)OC)OC)=O)C (1,3-dimethyl-5,8-dimethoxynaphtho[2,3-c]furan-4,9-dione), [Cl-].[Al+3].[Cl-].[Cl-] (aluminum chloride). Run in ClCCl (dichloromethane). Yields the product CC=1OC(=C2C1C(C1=C(C=CC(=C1C2=O)O)O)=O)C (1,3-dimethyl-5,8-dihydroxynaphtho[2,3-c]furan-4,9-dione). Reaction SMILES: [CH3:1][C:2]1[O:3][C:4]([CH3:21])=[C:5]2[C:14](=[O:15])[C:13]3[C:8](=[C:9]([O:18]C)[CH:10]=[CH:11][C:12]=3[O:16]C)[C:7](=[O:20])[C:6]=12.[Cl-].[Al+3].[Cl-].[Cl-]>ClCCl>[CH3:21][C:4]1[O:3][C:2]([CH3:1])=[C:6]2[C:7](=[O:20])[C:8]3[C:13](=[C:12]([OH:16])[CH:11]=[CH:10][C:9]=3[OH:18])[C:14](=[O:15])[C:5]=12 |f:1.2.3.4|. Procedure details: In accordance with the Flowchart I, 2,5-dimethyl furan (formula 12) is reacted in step A with CH3CO2 (--C≡C--)CO2CH3 (formula 13) to produce 1,4-dimethyl-7-oxabicyclo[2,2,1]octa-2,5-diene-2,3-dicarboxylic acid, dimethyl ester (formula 14). The latter is catalytically hydrogenated in ethyl acetate (step B) to produce 2,5-dimethyl-3,4-furandicarboxylic acid, dimethyl ester (formula 15), which is treated with aqueous base at reflux for several hours and then acidified to produce 2,5-dimethyl-3,4-fu... The reactants are CC(CCCC(=O)O)C#C (5-methylhept-6-ynoic acid), C(C)(C)(C)C1(COC1)CO (3-t-butyl-3-hydroxymethyl oxetane). The product is C(C)(C)(C)C12COC(OC1)(OC2)CCCC(C#C)C (4-t-Butyl-1-(4-methylhex-5-ynyl)-2,6,7-trioxabicyclo[2.2.2]octane). RXN SMILES: [CH3:1][CH:2]([C:9]#[CH:10])[CH2:3][CH2:4][CH2:5][C:6]([OH:8])=[O:7].[C:11]([C:15]1([CH2:19]O)[CH2:18][O:17][CH2:16]1)([CH3:14])([CH3:13])[CH3:12]>>[C:11]([C:15]12[CH2:16][O:17][C:6]([CH2:5][CH2:4][CH2:3][CH:2]([CH3:1])[C:9]#[CH:10])([O:8][CH2:19]1)[O:7][CH2:18]2)([CH3:14])([CH3:13])[CH3:12]. Reported procedure: 4-t-Butyl-1-(4-methylhex-5-ynyl)-2,6,7-trioxabicyclo[2.2.2]octane was prepared from 5-methylhept-6-ynoic acid and 3-t-butyl-3-hydroxymethyl oxetane as described in Example I.